From a dataset of the Open Reaction Database (ORD), a public repository of structured organic reaction records. describe an organic reaction: reactants, conditions, products, and yield Reactants: FC1=CC=C(C=C1)C1=NOC(=C1COC1=NC=C(C(=O)O)C=C1)C (6-[3-(4-fluoro-phenyl)-5-methyl-isoxazol-4-ylmethoxy]-nicotinic acid), N1CCOCC1 (morpholine). The product is FC1=CC=C(C=C1)C1=NOC(=C1COC1=CC=C(C=N1)C(=O)N1CCOCC1)C ({6-[3-(4-Fluoro-phenyl)-5-methyl-isoxazol-4-ylmethoxy]-pyridin-3-yl}-morpholin-4-yl-methanone). Yield: 13.0%. Reaction SMILES: [F:1][C:2]1[CH:7]=[CH:6][C:5]([C:8]2[C:12]([CH2:13][O:14][C:15]3[CH:23]=[CH:22][C:18]([C:19]([OH:21])=O)=[CH:17][N:16]=3)=[C:11]([CH3:24])[O:10][N:9]=2)=[CH:4][CH:3]=1.[NH:25]1[CH2:30][CH2:29][O:28][CH2:27][CH2:26]1>>[F:1][C:2]1[CH:3]=[CH:4][C:5]([C:8]2[C:12]([CH2:13][O:14][C:15]3[N:16]=[CH:17][C:18]([C:19]([N:25]4[CH2:30][CH2:29][O:28][CH2:27][CH2:26]4)=[O:21])=[CH:22][CH:23]=3)=[C:11]([CH3:24])[O:10][N:9]=2)=[CH:6][CH:7]=1. Reported procedure: As described for example 105, 6-[3-(4-fluoro-phenyl)-5-methyl-isoxazol-4-ylmethoxy]-nicotinic acid (99 mg, 0.33 mmol) was converted, using morpholine instead of 2,2,2-trifluoroethylamine, to the title compound (16 mg, 13%) which was obtained as a white solid. MS: m/e=398.3 [M+H]+. Procedure: At room temperature, 6.2 g (0.05 mole) of thioanisole and 6.9 g (0.055 mole) of dimethyl sulfate were stirred for 12 hours. To the reaction solution were added 100 g of water and 50 ml of diethyl ether. The water layer was taken out, obtaining an aqueous solution of the desired dimethylphenylsulfonium sulfate. The product is S(=O)(=O)([O-])[O-].C[S+](C1=CC=CC=C1)C.C[S+](C)C1=CC=CC=C1 (dimethylphenylsulfonium sulfate). Starting materials: C(C)OCC (diethyl ether), C1(=CC=CC=C1)SC (thioanisole), S(=O)(=O)(OC)OC (dimethyl sulfate). Solvent: O (water), O (water). RXN SMILES: [C:1]1([S:7][CH3:8])[CH:6]=[CH:5][CH:4]=[CH:3][CH:2]=1.[S:9]([O:14]C)([O:12][CH3:13])(=[O:11])=[O:10].[CH2:16](OCC)C>O>[S:9]([O-:14])([O-:12])(=[O:11])=[O:10].[CH3:8][S+:7]([CH3:13])[C:1]1[CH:6]=[CH:5][CH:4]=[CH:3][CH:2]=1.[CH3:8][S+:7]([C:1]1[CH:6]=[CH:5][CH:4]=[CH:3][CH:2]=1)[CH3:16] |f:4.5.6|. Reactants: ClC1=C(C=CC=C1C#N)C1=C(C(=NC(=C1C(=O)OCCOC)C)C)C(=O)OC(C)C ((-)-isopropyl 2-methoxyethyl 4-(2-chloro-3-cyanophenyl)-2,6-dimethylpyridine-3,5-dicarboxylate). Run in CO (MeOH). The product is ClC1=C(C=CC=C1C#N)C1C(=C(NC(=C1C(=O)OCCOC)C)C)C(=O)OC(C)C (isopropyl 2-methoxyethyl 4-(2-chloro-3-cyanophenyl)-2,6-dimethyl-1,4-dihydropyridine-3,5-dicarboxylate). The yield is 66.4%. As a reaction SMILES: [Cl:1][C:2]1[C:7]([C:8]#[N:9])=[CH:6][CH:5]=[CH:4][C:3]=1[C:10]1[C:15]([C:16]([O:18][CH2:19][CH2:20][O:21][CH3:22])=[O:17])=[C:14]([CH3:23])[N:13]=[C:12]([CH3:24])[C:11]=1[C:25]([O:27][CH:28]([CH3:30])[CH3:29])=[O:26]>CO>[Cl:1][C:2]1[C:7]([C:8]#[N:9])=[CH:6][CH:5]=[CH:4][C:3]=1[CH:10]1[C:15]([C:16]([O:18][CH2:19][CH2:20][O:21][CH3:22])=[O:17])=[C:14]([CH3:23])[NH:13][C:12]([CH3:24])=[C:11]1[C:25]([O:27][CH:28]([CH3:30])[CH3:29])=[O:26]. Procedure: The procedure as described for Example 17 is followed. Starting from 120 mg of (-)-isopropyl 2-methoxyethyl 4-(2-chloro-3-cyanophenyl)-2,6-dimethylpyridine-3,5-dicarboxylate (atropisomer ratio in the elution sequence from chiral HPLC 98: 2; [α]20 D =7.2 (c=0.9, MeOH)), after electrolysis at 10-40 mA, 80 mg (67% of theory) of isopropyl 2-methoxyethyl 4-(2-chloro-3-cyanophenyl)-2,6-dimethyl-1,4-dihydropyridine-3,5-dicarboxylate are obtained in the enantiomer ratio 61.3:38.7. Starting materials: O (water), NC1=C(C2=C(S1)C=CC=C2)C(=O)OCC (Ethyl 2-aminobenzo[b]thiophene-3-carboxylate), FC1=C(C=CC(=C1)F)[N+](=O)[O-] (2,4-difluoronitrobenzene), C([O-])([O-])=O.[K+].[K+] (potassium carbonate). The solvent is CS(=O)C (dimethyl sulfoxide). Run at temperature 50 celsius, time 70 minute. Yields the product FC=1C=CC(=C(NC2=C(C3=C(S2)C=CC=C3)C(=O)OCC)C1)[N+](=O)[O-] (ethyl 2-(5-fluoro-2-nitroanilino)benzo[b]thiophene-3-carboxylate). Yield: 44.9%. Reaction SMILES: [NH2:1][C:2]1[S:6][C:5]2[CH:7]=[CH:8][CH:9]=[CH:10][C:4]=2[C:3]=1[C:11]([O:13][CH2:14][CH3:15])=[O:12].F[C:17]1[CH:22]=[C:21]([F:23])[CH:20]=[CH:19][C:18]=1[N+:24]([O-:26])=[O:25].C(=O)([O-])[O-].[K+].[K+].O>CS(C)=O>[F:23][C:21]1[CH:20]=[CH:19][C:18]([N+:24]([O-:26])=[O:25])=[C:17]([CH:22]=1)[NH:1][C:2]1[S:6][C:5]2[CH:7]=[CH:8][CH:9]=[CH:10][C:4]=2[C:3]=1[C:11]([O:13][CH2:14][CH3:15])=[O:12] |f:2.3.4|. Reported procedure: Ethyl 2-aminobenzo[b]thiophene-3-carboxylate (69.3 g) and 2,4-difluoronitrobenzene (50 g) were dissolved in dimethyl sulfoxide (550 ml) and heated to 50° C. Thereto was added potassium carbonate (63 g) and the mixture was stirred at 100° C. for 70 min. After cooling, the reaction mixture was allowed to cool to 70° C. and poured into water (2.5 L). The reaction mixture was allowed to stand still, and filtered. The filtrated orange crystals were washed with ethyl acetate to give ethyl 2-(5-fluoro-... Reactants: Cl (HCl), CCOC(=O)C (EtOAc), FC(S(=O)(=O)OC1=C(C2=CC=CC=C2C=C1)C(=O)[O-])(F)F (trifluoromethylsulfonyloxy-1-napthoate), C1(CCCCC1)P(C1=C(C=CC=C1)C1=CC=CC=C1)C1CCCCC1 (2-(dicyclohexylphosphino)biphenyl), [O-]P(=O)([O-])[O-].[K+].[K+].[K+] (K3PO4), C(C1=CC=CC=C1)(C1=CC=CC=C1)=N (benzophenone imine), [OH-].[Na+] (NaOH). The reagents and catalysts are C=1C=CC(=CC1)/C=C/C(=O)/C=C/C2=CC=CC=C2.C=1C=CC(=CC1)/C=C/C(=O)/C=C/C2=CC=CC=C2.C=1C=CC(=CC1)/C=C/C(=O)/C=C/C2=CC=CC=C2.[Pd].[Pd] (Pd2(dba)3). The solvent is C(OC)COC (dimethoxyethane). Reaction conditions: temperature 90 celsius, time 1 hour. Yields the product COC(=O)C1=CC=CC2=CC(=CC=C12)N (methyl-6-amino-1-napthoate). RXN SMILES: FC(F)(F)S(O[C:7]1[CH:16]=C[C:14]2[C:9](=[CH:10][CH:11]=[CH:12][CH:13]=2)[C:8]=1C([O-])=O)(=O)=O.C1(P(C2CCCCC2)C2C=CC=CC=2C2C=CC=CC=2)CCCCC1.[O-]P([O-])([O-])=O.[K+].[K+].[K+].C(=[NH:68])(C1C=CC=CC=1)C1C=CC=CC=1.Cl.[OH-].[Na+].C[CH2:73][O:74][C:75]([CH3:77])=[O:76]>C(COC)OC.C1C=CC(/C=C/C(/C=C/C2C=CC=CC=2)=O)=CC=1.C1C=CC(/C=C/C(/C=C/C2C=CC=CC=2)=O)=CC=1.C1C=CC(/C=C/C(/C=C/C2C=CC=CC=2)=O)=CC=1.[Pd].[Pd]>[CH3:73][O:74][C:75]([C:77]1[C:14]2[C:9](=[CH:10][C:11]([NH2:68])=[CH:12][CH:13]=2)[CH:8]=[CH:7][CH:16]=1)=[O:76] |f:2.3.4.5,8.9,12.13.14.15.16|. Reported procedure: To a solution of methyl-6-(trifluoromethylsulfonyloxy-1-napthoate (2.0 g, 6.0 mmol) in dimethoxyethane (10 mL) was added Pd2(dba)3 (55 mg, 0.06 mmol), 2-(dicyclohexylphosphino)biphenyl (84 mg, 0.23 mmol), K3PO4 (1.9 g, 8.9 mmol) and benzophenone imine (1.25 mL, 7.5 mmol). The mixture was heated at 90° C. for 10 h. After cooling to ambient temperature, 2N HCl (4 mL) was added the mixture was stirred vigorously for 1 h. EtOAc (5 mL) was added to the reaction and the mixture was basified to pH 14 w... Run in O1CCCC1 (tetrahydrofuran), O1CCCC1 (tetrahydrofuran). Procedure: 0.30 g (12.30 mmol) of magnesium and 2.16 g (11.18 mmol) of octyl bromide in 10 ml of tetrahydrofuran are used to prepare, at 50° C. for 2 hours, the solution of the Grignard compound, which is added dropwise to a solution, cooled to -10° C. of 2.13 g (5.59 mmol) of 5-bromo-3-fluoro-2-(4-octyloxyphenyl)pyridine and 0.03 g (0.06 mmol) of [1,3-bis(diphenylphosphino)propane]nickel(II) chloride in 60 ml of tetrahydrofuran, and the mixture is stirred at -10° C. for 3 hours. The mixture is subsequentl... The yield is 81.7%. Run at temperature -10 celsius, time 3 hour. Reagents/catalysts: Cl[Ni]1([P](CCC[P](C2=CC=CC=C2)1C3=CC=CC=C3)(C4=CC=CC=C4)C5=CC=CC=C5)Cl ([1,3-bis(diphenylphosphino)propane]nickel(II) chloride). Starting materials: [Mg] (magnesium), C(CCCCCCC)Br (octyl bromide), BrC=1C=C(C(=NC1)C1=CC=C(C=C1)OCCCCCCCC)F (5-bromo-3-fluoro-2-(4-octyloxyphenyl)pyridine). Reaction SMILES: [Mg].[CH2:2](Br)[CH2:3][CH2:4][CH2:5][CH2:6][CH2:7][CH2:8][CH3:9].Br[C:12]1[CH:13]=[C:14]([F:33])[C:15]([C:18]2[CH:23]=[CH:22][C:21]([O:24][CH2:25][CH2:26][CH2:27][CH2:28][CH2:29][CH2:30][CH2:31][CH3:32])=[CH:20][CH:19]=2)=[N:16][CH:17]=1>O1CCCC1.Cl[Ni]1(Cl)[P](C2C=CC=CC=2)(C2C=CC=CC=2)CCC[P]1(C1C=CC=CC=1)C1C=CC=CC=1>[F:33][C:14]1[C:15]([C:18]2[CH:23]=[CH:22][C:21]([O:24][CH2:25][CH2:26][CH2:27][CH2:28][CH2:29][CH2:30][CH2:31][CH3:32])=[CH:20][CH:19]=2)=[N:16][CH:17]=[C:12]([CH2:2][CH2:3][CH2:4][CH2:5][CH2:6][CH2:7][CH2:8][CH3:9])[CH:13]=1 |^1:41,57|. The product is FC=1C(=NC=C(C1)CCCCCCCC)C1=CC=C(C=C1)OCCCCCCCC (3-fluoro-5-octyl-2-(4-octyloxyphenyl)pyridine). The reactants are C(C)(=O)C1=CC=NC=C1 (4-Acetylpyridine), Br (hydrobromic acid), BrBr (bromine), BrBr (bromine). The solvent is C(C)(=O)O (acetic acid). Reaction conditions: time 30 minute. Yields the product BrCC(=O)C1=CC=NC=C1 (2-Bromo-1-(4-pyridyl)-1-ethanone). As a reaction SMILES: [C:1]([C:4]1[CH:9]=[CH:8][N:7]=[CH:6][CH:5]=1)(=[O:3])[CH3:2].[BrH:10].BrBr>C(O)(=O)C>[Br:10][CH2:2][C:1]([C:4]1[CH:9]=[CH:8][N:7]=[CH:6][CH:5]=1)=[O:3]. Procedure details: 4-Acetylpyridine (3.62 g, 29.9 mmol) was added with acetic acid (30 ml) and 47% hydrobromic acid (5.3 ml) at room temperature, subsequently added dropwise with bromine (1.6 ml in total) four times at an interval of 5 minutes, stirred at room temperature for 2 hours and 30 minutes. The mixture was further added with bromine (1.6 ml), and stirred at room temperature for 20 hours. The reaction solution was filtered, and the resulting crystals were washed with diethyl ether and dried to obtain 12.43... Reactants: [Al+3], C1CCOC1, [H-], [H-], [H-], [H-], [Li+], CC1(C)CCC(C(=O)N2CCCC2)NC1. The product is CC1(C)CCC(CN2CCCC2)NC1. As a reaction SMILES: [Al+3:17].[CH2:22]1[O:23][CH2:24][CH2:25][CH2:26]1.[H-:16].[H-:19].[H-:20].[H-:21].[Li+:18].[N:1]1([C:6](=[O:7])[CH:8]2[NH:9][CH2:10][C:11]([CH3:14])([CH3:15])[CH2:12][CH2:13]2)[CH2:2][CH2:3][CH2:4][CH2:5]1>>[N:1]1([CH2:6][CH:8]2[NH:9][CH2:10][C:11]([CH3:14])([CH3:15])[CH2:12][CH2:13]2)[CH2:2][CH2:3][CH2:4][CH2:5]1. Starting materials: solid, BrC=1C=CC2=C(N(C=N2)C2=CC=C(C=C2)C)C1 (6-bromo-1-p-tolyl-1H-benzo[d]imidazole), BrC=1C=CC2=C(N(C=N2)C2=CC=C(C=C2)C)C1 (6-bromo-1-p-tolyl-1H-benzo[d]imidazole), FC1=CC=C(C=C1)N1N=CC=C1B(O)O (1-(4-fluoro-phenyl)-1H-pyrazol-5-ylboronic acid), FC1=CC=C(C=C1)N1N=CC=C1B(O)O (1-(4-fluoro-phenyl)-1H-pyrazol-5-ylboronic acid). Product: FC1=CC=C(C=C1)N1N=CC=C1C=1C=CC2=C(N(C=N2)C2=CC=C(C=C2)C)C1 (6-[2-(4-Fluoro-phenyl)-2H-pyrazol-3-yl]-1-p-tolyl-1H-benzoimidazole). As a reaction SMILES: Br[C:2]1[CH:3]=[CH:4][C:5]2[N:9]=[CH:8][N:7]([C:10]3[CH:15]=[CH:14][C:13]([CH3:16])=[CH:12][CH:11]=3)[C:6]=2[CH:17]=1.[F:18][C:19]1[CH:24]=[CH:23][C:22]([N:25]2[C:29](B(O)O)=[CH:28][CH:27]=[N:26]2)=[CH:21][CH:20]=1>>[F:18][C:19]1[CH:20]=[CH:21][C:22]([N:25]2[C:29]([C:2]3[CH:3]=[CH:4][C:5]4[N:9]=[CH:8][N:7]([C:10]5[CH:15]=[CH:14][C:13]([CH3:16])=[CH:12][CH:11]=5)[C:6]=4[CH:17]=3)=[CH:28][CH:27]=[N:26]2)=[CH:23][CH:24]=1. Reported procedure: The title compound, off-white solid (22 mg, 17%), MS (ISP) m/z=369.2 [(M+H)+], mp 149° C., was prepared in accordance with the general method of example 1 from 6-bromo-1-p-tolyl-1H-benzo[d]imidazole (intermediate F) (100 mg, 348 μmol) and 1-(4-fluoro-phenyl)-1H-pyrazol-5-ylboronic acid (intermediate A) (93.3 mg, 453 μmol). The reactants are C(C1=CC=CC=C1)N1N=C(C=C1CCC=O)CCCC (3-(1-benzyl-3-butyl-1H-pyrazol-5-yl)propanal), FC1=C(C=CC=C1)N1CCNCC1 (1-(2-fluorophenyl)piperazine), [BH-](OC(=O)C)(OC(=O)C)OC(=O)C.[Na+] (NaBH(OAc)3). Yields the product FC1=C(C=CC=C1)N1CCN(CC1)CCCC1=CC(=NN1CC1=CC=CC=C1)CCCC (1-(2-fluorophenyl)-4-(3-(1-benzyl-3-butyl-1H-pyrazol-5-yl)propyl)piperazine). Reaction SMILES: [CH2:1]([N:8]1[C:12]([CH2:13][CH2:14][CH:15]=O)=[CH:11][C:10]([CH2:17][CH2:18][CH2:19][CH3:20])=[N:9]1)[C:2]1[CH:7]=[CH:6][CH:5]=[CH:4][CH:3]=1.[F:21][C:22]1[CH:27]=[CH:26][CH:25]=[CH:24][C:23]=1[N:28]1[CH2:33][CH2:32][NH:31][CH2:30][CH2:29]1.[BH-](OC(C)=O)(OC(C)=O)OC(C)=O.[Na+]>>[F:21][C:22]1[CH:27]=[CH:26][CH:25]=[CH:24][C:23]=1[N:28]1[CH2:33][CH2:32][N:31]([CH2:15][CH2:14][CH2:13][C:12]2[N:8]([CH2:1][C:2]3[CH:7]=[CH:6][CH:5]=[CH:4][CH:3]=3)[N:9]=[C:10]([CH2:17][CH2:18][CH2:19][CH3:20])[CH:11]=2)[CH2:30][CH2:29]1 |f:2.3|. Reported procedure: 180 mg (84.2%) of target compound was obtained by using a method same as in Example 1 by using 3-(1-benzyl-3-butyl-1H-pyrazol-5-yl)propanal (133 mg, 0.492 mmol), 1-(2-fluorophenyl)piperazine (155 mL, 0.984 mmol), and NaBH(OAc)3 (198 mg, 0.936 mmol).